This data is from the Open Reaction Database (ORD), a public repository of structured organic reaction records. The task is: describe an organic reaction: reactants, conditions, products, and yield The reactants are COC(=O)c1ccc2oc3ccc(SC)cc3c(=O)c2c1, CCO, ClCCl, O=S(=O)(O)Cl. Product: COC(=O)c1ccc2oc3ccc(S(C)=O)cc3c(=O)c2c1. RXN SMILES: [CH3:1][S:2][c:3]1[cH:4][cH:5][c:6]2[o:7][c:8]3[cH:9][cH:10][c:11]([C:18](=[O:19])[O:20][CH3:21])[cH:12][c:13]3[c:14](=[O:17])[c:15]2[cH:16]1.[CH3:27][CH2:28][OH:29].[Cl:30][CH2:31][Cl:32].[S:22]([OH:23])([Cl:24])(=[O:25])=[O:26]>>[CH3:1][S:2]([c:3]1[cH:4][cH:5][c:6]2[o:7][c:8]3[cH:9][cH:10][c:11]([C:18](=[O:19])[O:20][CH3:21])[cH:12][c:13]3[c:14](=[O:17])[c:15]2[cH:16]1)=[O:23]. Starting materials: C(CC1=CC=CC=C1)[C@@H]1OC1 ((2S)-2-Phenethyloxirane), O (water), [I-].C[S+](C)C (trimethylsulfonium iodide), [Li]CCCC (n-BuLi). Solvent: C1CCOC1 (THF), C1CCOC1 (THF). Run at temperature -20 celsius. The product is C1(=CC=CC=C1)CC[C@@H](C=C)O ((35)-5-Phenyl-1-penten-3-ol). Yield: 66.2%. As a reaction SMILES: [I-].C[S+](C)C.[Li][CH2:7]CCC.[CH2:11]([C@H:19]1[CH2:21][O:20]1)[CH2:12][C:13]1[CH:18]=[CH:17][CH:16]=[CH:15][CH:14]=1.O>C1COCC1>[C:13]1([CH2:12][CH2:11][C@H:19]([OH:20])[CH:21]=[CH2:7])[CH:18]=[CH:17][CH:16]=[CH:15][CH:14]=1 |f:0.1|. Procedure details: A modified procedure of Falck was used (Alcaraz, L. et al., Tetrahedron Letters 1994, 35, 5449). A suspension of trimethylsulfonium iodide (18.2 g, 89.1 mmol) in anhydrous THF (220 ml) was stirred and cooled to −20° C. 1.6 M n-BuLi (55.7 ml, 89.1 mmol) was added slowly and the reaction stirred at −20° C. for 1 h. A solution of epoxide 63 (4.40 g, 29.7 mmol) in anhydrous THF (50.0 ml) was added slowly. The reaction was stirred at −20° C. for 1 h and then allowed to warm to r.t. slowly. The reacti... The product is CC(=CC(=O)N)C (dimethylacrylamide), C(=C)N1C(CCC1)=O (vinylpyrrolidone). The reactants are amine, solution, Cl (hydrochloric acid), Br (hydrobromic acid), I (hydriodic acid), C(CC)(=O)O (propionic acid), S(O)(O)(=O)=O (sulfuric acid), P(O)(O)(O)=O (phosphoric acid), C(C)(=O)O (acetic acid), one, amine, N (ammonia), C([O-])([O-])=O (carbonate), C(O)([O-])=O (hydrogencarbonate). As a reaction SMILES: [NH3:1].[C:2](=[O:5])([O-])[O-].C(=O)([O-])O.Cl.Br.I.[C:13](O)(=O)[CH2:14][CH3:15].S(=O)(=O)(O)O.P(=O)(O)(O)O.[C:28]([OH:31])(=O)[CH3:29]>>[CH3:13][C:14]([CH3:15])=[CH:29][C:28]([NH2:1])=[O:31].[CH:28]([N:1]1[CH2:13][CH2:14][CH2:15][C:2]1=[O:5])=[CH2:29]. Procedure: In the case of hydrophilic monomers of acid type, an at least one 1M solution of base, such as a salt of hydroxonium ion (OH−), an amine, ammonia, a carbonate (CO32−) salt or a hydrogencarbonate (HCO3−) salt, is added to the vigorously stirred solution. In the case of hydrophilic monomers of amine type, an at least 1M solution of acid, such as hydrochloric acid, hydrobromic acid, hydriodic acid, acetic acid, propionic acid, sulfuric acid, phosphoric acid or hydroboric acid, is added. In the case... Starting materials: [H-].[Al+3].[Li+].[H-].[H-].[H-] (lithium aluminium hydride), C(C)OC(=O)C1CC2=CC(=CC=C2CC1)OC (7-methoxy-1,2,3,4-tetrahydro-naphthalene-2-carboxylic acid ethyl ester), O (water), [OH-].[Na+] (sodium hydroxide), O (water). The solvent is C(C)OCC (diethyl ether), O1CCCC1 (tetrahydrofuran). Reaction conditions: time 1 hour. Product: COC1=CC=C2CCC(CC2=C1)CO (7-methoxy-1,2,3,4-tetrahydro-naphthalene-2-methanol). As a reaction SMILES: C([O:3][C:4]([CH:6]1[CH2:15][CH2:14][C:13]2[C:8](=[CH:9][C:10]([O:16][CH3:17])=[CH:11][CH:12]=2)[CH2:7]1)=O)C.[H-].[Al+3].[Li+].[H-].[H-].[H-].O.[OH-].[Na+]>O1CCCC1.C(OCC)C>[CH3:17][O:16][C:10]1[CH:9]=[C:8]2[C:13]([CH2:14][CH2:15][CH:6]([CH2:4][OH:3])[CH2:7]2)=[CH:12][CH:11]=1 |f:1.2.3.4.5.6,8.9|. Reported procedure: A solution of 23.43 g (100 mmol) of 7-methoxy-1,2,3,4-tetrahydro-naphthalene-2-carboxylic acid ethyl ester in 160 ml of absolute tetrahydrofuran is added dropwise, over a period of 30 minutes, while stirring at room temperature, to a suspension of 3.79 g (100 mmol) of lithium aluminium hydride in 160 ml of absolute diethyl ether. After stirring at room temperature for 1 hour, 3.8 ml of water, 3.8 ml of sodium hydroxide solution (15%) and 11.4 ml of water are added to the reaction mixture. The re... Reactants: O=C1CCC(=O)N1Br, OCCOCc1ccccc1, ClCCl, c1ccc(P(c2ccccc2)c2ccccc2)cc1. Product: BrCCOCc1ccccc1. Reaction SMILES: [Br:20][N:21]1[C:22](=[O:23])[CH2:24][CH2:25][C:26]1=[O:27].[CH2:28]([c:29]1[cH:30][cH:31][cH:32][cH:33][cH:34]1)[O:35][CH2:36][CH2:37][OH:38].[CH2:39]([Cl:40])[Cl:41].[c:1]1([P:2]([c:3]2[cH:4][cH:5][cH:6][cH:7][cH:8]2)[c:9]2[cH:10][cH:11][cH:12][cH:13][cH:14]2)[cH:15][cH:16][cH:17][cH:18][cH:19]1>>[Br:20][CH2:37][CH2:36][O:35][CH2:28][c:29]1[cH:30][cH:31][cH:32][cH:33][cH:34]1. Reactants: COC(CCCCCOC=1C=CC2=C(N(C(=N2)Cl)C2=CC=CC=C2)C1)=O (6-[[2-chloro-1-phenyl-1H-benzimidazol-6-yl]oxy]hexanoic acid methyl ester), N1CCCCC1 (piperidine). Reaction conditions: temperature 100 celsius, time 5 hour. The product is COC(CCCCCOC=1C=CC2=C(N(C(=N2)N2CCCCC2)C2=CC=CC=C2)C1)=O (6-[[2-(Piperidin-1-yl)-1-phenyl-1H-benzimidazol-6-yl]oxy]hexanoic acid methyl ester). As a reaction SMILES: [CH3:1][O:2][C:3](=[O:26])[CH2:4][CH2:5][CH2:6][CH2:7][CH2:8][O:9][C:10]1[CH:11]=[CH:12][C:13]2[N:17]=[C:16](Cl)[N:15]([C:19]3[CH:24]=[CH:23][CH:22]=[CH:21][CH:20]=3)[C:14]=2[CH:25]=1.[NH:27]1[CH2:32][CH2:31][CH2:30][CH2:29][CH2:28]1>>[CH3:1][O:2][C:3](=[O:26])[CH2:4][CH2:5][CH2:6][CH2:7][CH2:8][O:9][C:10]1[CH:11]=[CH:12][C:13]2[N:17]=[C:16]([N:27]3[CH2:32][CH2:31][CH2:30][CH2:29][CH2:28]3)[N:15]([C:19]3[CH:24]=[CH:23][CH:22]=[CH:21][CH:20]=3)[C:14]=2[CH:25]=1. Procedure: 100 mg of 6-[[2-chloro-1-phenyl-1H-benzimidazol-6-yl]oxy]hexanoic acid methyl ester was dissolved in 2.5 ml of piperidine, and the mixture was stirred for 5 hours at 100° C. It was concentrated by evaporation to a very large extent in a vacuum, mixed with water, extracted with ethyl acetate, the organic phase was dried on sodium sulfate and concentrated by evaporation in a vacuum. The residue was purified by column chromatography on silica gel. 30 mg was obtained. The reactants are BrC=1C(=C(C(=C(C1C)O)OCC)OC)OCC (5-bromo-2,4-diethoxy-3-methoxy-6-methylphenol), Ice water, [H-].[Na+] (sodium hydride), COCCl (methoxymethyl chloride). Run in CN(C)C=O (DMF). The product is BrC=1C(=CC(=C(C1C)OCOC)OCC)OCC (5-Bromo-2,4-diethoxy-6-methyl-1-methoxymethyloxybenzene). RXN SMILES: [Br:1][C:2]1[C:3]([O:15][CH2:16][CH3:17])=[C:4](OC)[C:5]([O:10][CH2:11][CH3:12])=[C:6]([OH:9])[C:7]=1[CH3:8].[H-].[Na+].[CH3:20][O:21][CH2:22]Cl>CN(C=O)C>[Br:1][C:2]1[C:3]([O:15][CH2:16][CH3:17])=[CH:4][C:5]([O:10][CH2:11][CH3:12])=[C:6]([O:9][CH2:20][O:21][CH3:22])[C:7]=1[CH3:8] |f:1.2|. Procedure: 54 g of 5-bromo-2,4-diethoxy-3-methoxy-6-methylphenol prepared in Referential Example 7 was dissolved in 250 ml of DMF, and 8.5 g of sodium hydride (55% oil suspension) was added thereto and cooled by ice while stirring. The mixture was stirred at room temperature for 30 min and cooled again with ice, and 17.1 g of methoxymethyl chloride was dropwise added thereto. After the completion of the dropwise addition, the mixture was further stirred at room temperature for 30 min. Ice water was added t...